This data is from the Open Reaction Database (ORD), a public repository of structured organic reaction records. The task is: describe an organic reaction: reactants, conditions, products, and yield The reactants are COC=1C=C(C=C(C1OC)OC)C(C)=O (3',4',5'-trimethoxyacetophenone), COC=1C=C2C(=CNC2=CC1)C=O (5-methoxyindole-3-carboxaldehyde). The product is COC=1C=C2C(=CNC2=CC1)/C=C/C(=O)C1=CC(=C(C(=C1)OC)OC)OC ((E)-3-(5-Methoxyindol-3-yl)-1-(3,4,5-trimethoxyphenyl)-2-propen-1-one). The yield is 52.0%. Reaction SMILES: [CH3:1][O:2][C:3]1[CH:4]=[C:5]([C:13](=[O:15])[CH3:14])[CH:6]=[C:7]([O:11][CH3:12])[C:8]=1[O:9][CH3:10].[CH3:16][O:17][C:18]1[CH:19]=[C:20]2[C:24](=[CH:25][CH:26]=1)[NH:23][CH:22]=[C:21]2[CH:27]=O>>[CH3:16][O:17][C:18]1[CH:19]=[C:20]2[C:24](=[CH:25][CH:26]=1)[NH:23][CH:22]=[C:21]2/[CH:27]=[CH:14]/[C:13]([C:5]1[CH:6]=[C:7]([O:11][CH3:12])[C:8]([O:9][CH3:10])=[C:3]([O:2][CH3:1])[CH:4]=1)=[O:15]. Procedure details: Substantially the same procedure as in Example 1 was repeated using 3',4',5'-trimethoxyacetophenone (1.2 g) and 5-methoxyindole-3-carboxaldehyde (1 g) except that the obtained crude crystals were recrystallized from 2-propanol, to give Compound 25 (1.09 g). The reactants are [H-].[Na+] (Sodium hydride), CC(C)(C)S (2-methyl-2-propanethiol), BrC=1N=C(N2C1C(=NC=C2)N)Br (1,3-Dibromo-imidazo[1,5-a]pyrazin-8-ylamine). Run at time 10 minute. The product is BrC=1N=C(N2C1C(=NC=C2)N)SC(C)(C)C (1-Bromo-3-tert-butylsulfanyl-imidazo[1,5-a]pyrazin-8-ylamine). Procedure: A bohdan block vessel was charged with 2-methyl-2-propanethiol (20 uL, 0.0002 mol) in DMF (2 mL) and the reaction mixture was degassed 3×. Sodium hydride (0.01 g, 0.0004 mol) was then added and the reaction mixture was stirred at rt for 10 min. 1,3-Dibromo-imidazo[1,5-a]pyrazin-8-ylamine (30 mg, 0.0001 mol) was added to the reaction mixture and the reaction mixture was heated at 70° C. overnight. The reaction mixture turned red in color as the reaction progressed. The reaction mixture was concen... The solvent is CN(C)C=O (DMF). As a reaction SMILES: [CH3:1][C:2]([SH:5])([CH3:4])[CH3:3].[H-].[Na+].[Br:8][C:9]1[N:10]=[C:11](Br)[N:12]2[CH:17]=[CH:16][N:15]=[C:14]([NH2:18])[C:13]=12>CN(C=O)C>[Br:8][C:9]1[N:10]=[C:11]([S:5][C:2]([CH3:4])([CH3:3])[CH3:1])[N:12]2[CH:17]=[CH:16][N:15]=[C:14]([NH2:18])[C:13]=12 |f:1.2|. Starting materials: Cl.C(C)(C)(C)C1=CC(=C(C=N1)C=1N([C@]([C@](N1)(C)C1=CC=C(C=C1)Cl)(C)C1=CC=C(C=C1)Cl)C(=O)N1CCN(CC1)CC(=O)O)OCC ({4-[(4S,5R)-2-(6-tert-Butyl-4-ethoxy-pyridin-3-yl)-4,5-bis-(4-chloro-phenyl)-4,5-dimethyl-4,5-dihydro-imidazole-1-carbonyl]-piperazin-1-yl}-acetic acid hydrochloride), O1CCC(CC1)N (tetrahydro-pyran-4-ylamine). The product is C(C)(C)(C)C1=CC(=C(C=N1)C=1N([C@]([C@](N1)(C)C1=CC=C(C=C1)Cl)(C)C1=CC=C(C=C1)Cl)C(=O)N1CCN(CC1)CC(=O)NC1CCOCC1)OCC (2-{4-[(4S,5R)-2-(6-tert-Butyl-4-ethoxy-pyridin-3-yl)-4,5-bis-(4-chloro-phenyl)-4,5-dimethyl-4,5-dihydro-imidazole-1-carbonyl]-piperazin-1-yl}-N-(tetrahydro-pyran-4-yl)-acetamide). RXN SMILES: Cl.[C:2]([C:6]1[N:11]=[CH:10][C:9]([C:12]2[N:13]([C:33]([N:35]3[CH2:40][CH2:39][N:38]([CH2:41][C:42](O)=[O:43])[CH2:37][CH2:36]3)=[O:34])[C@@:14]([C:26]3[CH:31]=[CH:30][C:29]([Cl:32])=[CH:28][CH:27]=3)([CH3:25])[C@@:15]([C:18]3[CH:23]=[CH:22][C:21]([Cl:24])=[CH:20][CH:19]=3)([CH3:17])[N:16]=2)=[C:8]([O:45][CH2:46][CH3:47])[CH:7]=1)([CH3:5])([CH3:4])[CH3:3].[O:48]1[CH2:53][CH2:52][CH:51]([NH2:54])[CH2:50][CH2:49]1>>[C:2]([C:6]1[N:11]=[CH:10][C:9]([C:12]2[N:13]([C:33]([N:35]3[CH2:40][CH2:39][N:38]([CH2:41][C:42]([NH:54][CH:51]4[CH2:52][CH2:53][O:48][CH2:49][CH2:50]4)=[O:43])[CH2:37][CH2:36]3)=[O:34])[C@@:14]([C:26]3[CH:27]=[CH:28][C:29]([Cl:32])=[CH:30][CH:31]=3)([CH3:25])[C@@:15]([C:18]3[CH:19]=[CH:20][C:21]([Cl:24])=[CH:22][CH:23]=3)([CH3:17])[N:16]=2)=[C:8]([O:45][CH2:46][CH3:47])[CH:7]=1)([CH3:4])([CH3:3])[CH3:5] |f:0.1|. Procedure details: In a manner analogous to the method described in examples 99, {4-[(4S,5R)-2-(6-tert-butyl-4-ethoxy-pyridin-3-yl)-4,5-bis-(4-chloro-phenyl)-4,5-dimethyl-4,5-dihydro-imidazole-1-carbonyl]-piperazin-1-yl}-acetic acid hydrochloride (example 94) was coupled with tetrahydro-pyran-4-ylamine (Matrix Scientific) to give the title compound. HR-MS (ES, m/z) calculated for C40H51Cl2N6O4 [(M+H)+] 749.3344, observed 749.3343.